This data is from the Open Reaction Database (ORD), a public repository of structured organic reaction records. The task is: describe an organic reaction: reactants, conditions, products, and yield Reactants: C(C1=CC=CC=C1)OC(=O)N(C12CCC(CC1)(CC2)C(=O)ON2N=NC1=C2C=CC=C1)CC(=O)N1[C@@H](C[C@@H](C1)F)C#N ((2S,4S)-1-[[N-benzyloxycarbonyl-N-[4-(benzotriazol-1-yl)oxycarbonylbicyclo[2.2.2]oct-1-yl]amino]acetyl]-4-fluoropyrrolidine-2-carbonitrile), C1(CC1)N (cyclopropylamine). Yields the product C(C1=CC=CC=C1)OC(=O)N(C12CCC(CC1)(CC2)C(=O)NC2CC2)CC(=O)N2[C@@H](C[C@@H](C2)F)C#N ((2S,4S)-1-[[N-benzyloxycarbonyl-N-[4-(N-cyclopropylamino)carbonylbicyclo[2.2.2]oct-1-yl]amino]acetyl]-4-fluoropyrrolidine-2-carbonitrile). As a reaction SMILES: [CH2:1]([O:8][C:9]([N:11]([CH2:32][C:33]([N:35]1[CH2:39][C@@H:38]([F:40])[CH2:37][C@H:36]1[C:41]#[N:42])=[O:34])[C:12]12[CH2:19][CH2:18][C:15]([C:20](ON3C4C=CC=CC=4N=N3)=[O:21])([CH2:16][CH2:17]1)[CH2:14][CH2:13]2)=[O:10])[C:2]1[CH:7]=[CH:6][CH:5]=[CH:4][CH:3]=1.[CH:43]1([NH2:46])[CH2:45][CH2:44]1>>[CH2:1]([O:8][C:9]([N:11]([CH2:32][C:33]([N:35]1[CH2:39][C@@H:38]([F:40])[CH2:37][C@H:36]1[C:41]#[N:42])=[O:34])[C:12]12[CH2:17][CH2:16][C:15]([C:20]([NH:46][CH:43]3[CH2:45][CH2:44]3)=[O:21])([CH2:18][CH2:19]1)[CH2:14][CH2:13]2)=[O:10])[C:2]1[CH:7]=[CH:6][CH:5]=[CH:4][CH:3]=1. Reported procedure: In a similar manner to Example 4, (2S,4S)-1-[[N-benzyloxycarbonyl-N-[4-(benzotriazol-1-yl)oxycarbonylbicyclo[2.2.2]oct-1-yl]amino]acetyl]-4-fluoropyrrolidine-2-carbonitrile (50.0 mg) and cyclopropylamine (8.0 μL) were used to obtain (2S,4S)-1-[[N-benzyloxycarbonyl-N-[4-(N-cyclopropylamino)carbonylbicyclo[2.2.2]oct-1-yl]amino]acetyl]-4-fluoropyrrolidine-2-carbonitrile (31.6 mg).